From a dataset of the Open Reaction Database (ORD), a public repository of structured organic reaction records. describe an organic reaction: reactants, conditions, products, and yield Starting materials: BrC=1C=C(CN2N=C(N(C2=O)CC(C(F)(F)F)O)C2=CC=C(C=C2)Cl)C=CC1 (2-(3-Bromobenzyl)-5-(4-chlorophenyl)-4-(3,3,3-trifluoro-2-hydroxypropyl)-2,4-dihydro-3H-1,2,4-triazol-3-one), FC(C1=C(C=CC=C1)B(O)O)(F)F (2-(trifluoromethyl)phenylboronic acid). Product: ClC1=CC=C(C=C1)C=1N(C(N(N1)CC=1C=C(C=CC1)C1=C(C=CC=C1)C(F)(F)F)=O)CC(C(F)(F)F)O (5-(4-Chlorophenyl)-4-(3,3,3-trifluoro-2-hydroxypropyl)-2-{[2′-(trifluoromethyl)biphenyl-3-yl]-methyl}-2,4-dihydro-3H-1,2,4-triazol-3-one). RXN SMILES: Br[C:2]1[CH:3]=[C:4]([CH:26]=[CH:27][CH:28]=1)[CH2:5][N:6]1[C:10](=[O:11])[N:9]([CH2:12][CH:13]([OH:18])[C:14]([F:17])([F:16])[F:15])[C:8]([C:19]2[CH:24]=[CH:23][C:22]([Cl:25])=[CH:21][CH:20]=2)=[N:7]1.[F:29][C:30]([F:41])([F:40])[C:31]1[CH:36]=[CH:35][CH:34]=[CH:33][C:32]=1B(O)O>>[Cl:25][C:22]1[CH:23]=[CH:24][C:19]([C:8]2[N:9]([CH2:12][CH:13]([OH:18])[C:14]([F:17])([F:16])[F:15])[C:10](=[O:11])[N:6]([CH2:5][C:4]3[CH:3]=[C:2]([C:32]4[CH:33]=[CH:34][CH:35]=[CH:36][C:31]=4[C:30]([F:41])([F:40])[F:29])[CH:28]=[CH:27][CH:26]=3)[N:7]=2)=[CH:20][CH:21]=1. Reported procedure: Analogously to the preparation of Example 122, 72 mg (0.15 mmol) of the compound from Example 101A were reacted with 43 mg (0.23 mmol) of 2-(trifluoromethyl)phenylboronic acid. This gave 49 mg (58% of theory) of the target compound. Starting materials: [Al+3], O=C(Cl)Cc1ccc(Br)cc1, COc1ccccc1, [Cl-], [Cl-], [Cl-], Cl. Product: COc1ccc(C(=O)Cc2ccc(Br)cc2)cc1. As a reaction SMILES: [Al+3:2].[Br:13][c:14]1[cH:15][cH:16][c:17]([CH2:20][C:21](=[O:22])[Cl:23])[cH:18][cH:19]1.[CH3:5][O:6][c:7]1[cH:8][cH:9][cH:10][cH:11][cH:12]1.[Cl-:1].[Cl-:3].[Cl-:4].[ClH:24]>>[CH3:5][O:6][c:7]1[cH:8][cH:9][c:10]([C:21]([CH2:20][c:17]2[cH:16][cH:15][c:14]([Br:13])[cH:19][cH:18]2)=[O:22])[cH:11][cH:12]1. The reactants are O=C([O-])CC(O)(CC(=O)[O-])C(=O)[O-], CNCC(CCN1CCC(N2CCCNC2=O)CC1)c1ccc(Cl)c(Cl)c1, O=C(Cl)c1cccc2c1CCCC2. The product is CN(CC(CCN1CCC(N2CCCNC2=O)CC1)c1ccc(Cl)c(Cl)c1)C(=O)c1cccc2c1CCCC2. RXN SMILES: [C:41]([O-:42])(=[O:43])[CH2:44][C:45]([CH2:46][C:47]([O-:48])=[O:49])([C:50]([O-:51])=[O:52])[OH:53].[Cl:1][c:2]1[cH:3][c:4]([CH:9]([CH2:10][NH:11][CH3:12])[CH2:13][CH2:14][N:15]2[CH2:16][CH2:17][CH:18]([N:21]3[C:22](=[O:27])[NH:23][CH2:24][CH2:25][CH2:26]3)[CH2:19][CH2:20]2)[cH:5][cH:6][c:7]1[Cl:8].[c:28]1([C:38](=[O:39])[Cl:40])[cH:29][cH:30][cH:31][c:32]2[c:37]1[CH2:36][CH2:35][CH2:34][CH2:33]2>>[Cl:1][c:2]1[cH:3][c:4]([CH:9]([CH2:10][N:11]([CH3:12])[C:38]([c:28]2[cH:29][cH:30][cH:31][c:32]3[c:37]2[CH2:36][CH2:35][CH2:34][CH2:33]3)=[O:39])[CH2:13][CH2:14][N:15]2[CH2:16][CH2:17][CH:18]([N:21]3[C:22](=[O:27])[NH:23][CH2:24][CH2:25][CH2:26]3)[CH2:19][CH2:20]2)[cH:5][cH:6][c:7]1[Cl:8].